This data is from the Open Reaction Database (ORD), a public repository of structured organic reaction records. The task is: describe an organic reaction: reactants, conditions, products, and yield Yields the product NS(=O)(=O)c1ccc(N2CCNCC2)cc1. Reactants: C1CNCCN1, NS(=O)(=O)c1ccc(F)cc1, O. As a reaction SMILES: [CH2:12]1[CH2:13][NH:14][CH2:15][CH2:16][NH:17]1.[F:1][c:2]1[cH:3][cH:4][c:5]([S:8](=[O:9])(=[O:10])[NH2:11])[cH:6][cH:7]1.[OH2:18]>>[c:2]1([N:14]2[CH2:13][CH2:12][NH:17][CH2:16][CH2:15]2)[cH:3][cH:4][c:5]([S:8](=[O:9])(=[O:10])[NH2:11])[cH:6][cH:7]1. Starting materials: [BH4-], CCO, COCc1ccc2ccc(C=O)nc2c1Cl, [Na+]. Product: COCc1ccc2ccc(CO)nc2c1Cl. As a reaction SMILES: [BH4-:1].[CH3:19][CH2:20][OH:21].[Cl:3][c:4]1[c:5]([CH2:16][O:17][CH3:18])[cH:6][cH:7][c:8]2[cH:9][cH:10][c:11]([CH:14]=[O:15])[n:12][c:13]12.[Na+:2]>>[Cl:3][c:4]1[c:5]([CH2:16][O:17][CH3:18])[cH:6][cH:7][c:8]2[cH:9][cH:10][c:11]([CH2:14][OH:15])[n:12][c:13]12. Reactants: N(O)=C(C(C)=O)C(C)=O (3-oximino-2,4-pentanedione), NC(CCC)C(=O)O (d,l-norvaline). Solvent: C(CCC)O (n-butanol). Yields the product C(C)(=O)C1=C(N=C(N1)CCC)C (5-acetyl-4-methyl-2-propylimidazole). Isolated yield 48.5%. Reaction SMILES: [N:1](=[C:3]([C:7](=[O:9])[CH3:8])[C:4](=O)[CH3:5])O.[NH2:10][CH:11](C(O)=O)[CH2:12][CH2:13][CH3:14]>C(O)CCC>[C:7]([C:3]1[NH:1][C:11]([CH2:12][CH2:13][CH3:14])=[N:10][C:4]=1[CH3:5])(=[O:9])[CH3:8]. Procedure: To 40 g (0.309 moles) of 3-oximino-2,4-pentanedione dissolved in 200 ml of n-butanol was added 39.92 g (0.341 moles) of d,l-norvaline. The resulting mixture was brought to reflux, while stirring rapidly under nitrogen with an oil bath. After 19.3 h the reaction mixture was cooled, and then suction filtered. The residue was washed with ethyl acetate (100 ml) and the combined filtrates concentrated in vacuo. The resulting oil was dissolved in ethyl acetate (200 ml) and extracted with three 50 ml p... Reactants: S(=S)(=O)([O-])[O-].[Na+].[Na+] (sodium thiosulphate), I(=O)(=O)(=O)[O-].[Na+] (Sodium periodate), II (iodine), NC1=NC(=C(C(=O)OC)C=C1)C (methyl 6-amino-2-methylnicotinate). Run in O (water), CN(C)C=O (DMF). Reaction conditions: temperature 50 celsius, time 1.5 hour. The product is NC1=NC(=C(C(=O)OC)C=C1I)C (Methyl 6-amino-5-iodo-2-methylnicotinate). Reaction SMILES: I([O-])(=O)(=O)=O.[Na+].[I:7]I.[NH2:9][C:10]1[CH:19]=[CH:18][C:13]([C:14]([O:16][CH3:17])=[O:15])=[C:12]([CH3:20])[N:11]=1.S([O-])([O-])(=O)=S.[Na+].[Na+]>CN(C=O)C.O>[NH2:9][C:10]1[C:19]([I:7])=[CH:18][C:13]([C:14]([O:16][CH3:17])=[O:15])=[C:12]([CH3:20])[N:11]=1 |f:0.1,4.5.6|. Reported procedure: Sodium periodate (4.05 g, 18.9 mmol) and iodine (9.62 g, 37.9 mmol) were added to a solution of methyl 6-amino-2-methylnicotinate (8.40 g, 50.5 mmol) in DMF (45 ml), and the mixture was then stirred at 50° C. for 1.5 hours. The reaction mixture was added to a cold solution of 250 ml of saturated sodium thiosulphate solution in 150 ml of water. The solid formed was filtered off with suction, washed with water and dried. This gave 13.4 mg (88.9% of theory) of methyl 6-amino-5-iodo-2-methylnicotina... Reactants: [H-].[Na+] (sodium hydride), COC(C(C1=CC=C(C=C1)O)=O)=O (4-hydroxy-alpha-oxobenzeneacetic acid methyl ester), BrCCCC1=CC=CC=C1 (3-bromo-1-phenylpropane). The solvent is CN(C=O)C (dimethylformamide). Reaction conditions: temperature 60 celsius, time 15 minute. Yields the product COC(C(C1=CC=C(C=C1)OCCCC1=CC=CC=C1)=O)=O (4-[(3-phenylpropyl)oxy]-alpha-oxobenzeneacetic acid methyl ester). Reaction SMILES: [CH3:1][O:2][C:3](=[O:13])[C:4](=[O:12])[C:5]1[CH:10]=[CH:9][C:8]([OH:11])=[CH:7][CH:6]=1.[H-].[Na+].Br[CH2:17][CH2:18][CH2:19][C:20]1[CH:25]=[CH:24][CH:23]=[CH:22][CH:21]=1>CN(C)C=O>[CH3:1][O:2][C:3](=[O:13])[C:4](=[O:12])[C:5]1[CH:10]=[CH:9][C:8]([O:11][CH2:17][CH2:18][CH2:19][C:20]2[CH:25]=[CH:24][CH:23]=[CH:22][CH:21]=2)=[CH:7][CH:6]=1 |f:1.2|. Procedure details: A stirred mixture of 4-hydroxy-alpha-oxobenzeneacetic acid methyl ester (0.724 g) in dimethylformamide (10 mL) under argon was treated with 55% sodium hydride (0.175 g), stirred for 15 minutes and treated with 3-bromo-1-phenylpropane. The mixture was heated at 60° C. overnight and worked up as in Example 20. The material was purified by HPLC (dichloromethane-hexane; 4:1) to provide 0.65 g of 4-[(3-phenylpropyl)oxy]-alpha-oxobenzeneacetic acid methyl ester as a colorless oil. Starting materials: BrC1=CC=C(S1)S(=O)(=O)N1C=C(C=C1)/C=C/C(=O)O ((E)-3-[1-(5-bromo-thiophene-2-sulfonyl)-1H-pyrrol-3-yl]-acrylic acid), CN(C)C=O (DMF), C(C)(C)(C)OC(NC1=C(C=CC=C1)N)=O ((2-amino-phenyl)-carbamic acid tert-butyl ester). Solvent: C(C)N(CC)CC (triethylamine). Reaction conditions: time 0.5 hour. Product: C(C)(C)(C)OC(NC1=C(C=CC=C1)NC(\C=C\C1=CN(C=C1)S(=O)(=O)C=1SC(=CC1)Br)=O)=O ((2-{(E)-3-[1-(5-Bromo-thiophene-2-sulfonyl)-1H-pyrrol-3-yl]-allanoylamino}-phenyl)-carbamic acid tert-butyl ester). Reaction SMILES: [Br:1][C:2]1[S:6][C:5]([S:7]([N:10]2[CH:14]=[CH:13][C:12](/[CH:15]=[CH:16]/[C:17]([OH:19])=O)=[CH:11]2)(=[O:9])=[O:8])=[CH:4][CH:3]=1.CN(C=O)C.[C:25]([O:29][C:30](=[O:39])[NH:31][C:32]1[CH:37]=[CH:36][CH:35]=[CH:34][C:33]=1[NH2:38])([CH3:28])([CH3:27])[CH3:26]>C(N(CC)CC)C>[C:25]([O:29][C:30](=[O:39])[NH:31][C:32]1[CH:37]=[CH:36][CH:35]=[CH:34][C:33]=1[NH:38][C:17](=[O:19])/[CH:16]=[CH:15]/[C:12]1[CH:13]=[CH:14][N:10]([S:7]([C:5]2[S:6][C:2]([Br:1])=[CH:3][CH:4]=2)(=[O:8])=[O:9])[CH:11]=1)([CH3:28])([CH3:26])[CH3:27]. Procedure details: A mixture of 4.1 g (E)-3-[1-(5-bromo-thiophene-2-sulfonyl)-1H-pyrrol-3-yl]-acrylic acid with 200 ml DMF and 1.8 g HOBtxH2O and 16.0 ml triethylamine is stirred for 0.5 h. Then it is added 6.6 g EDCxHCL and stirred for 0.5 h. After that 2.4 g (2-amino-phenyl)-carbamic acid tert-butyl ester are added and the suspension is stirred at ambient temperature for 24 h. The DMF is evaporated and the residue is extracted with ethyl acetate and water. The organic layer is dried over sodium sulfate and evapo... Starting materials: BrC1=CC=2C3=C(C=NC2C=C1)N(C(N3C=3N(N=CC3)C)=O)C (8-bromo-3-methyl-1-(2-methyl-2H-pyrazol-3-yl)-1,3-dihydro-imidazo[4,5-c]quinolin-2-one), BrC1=CC=2C3=C(C=NC2C=C1)N(C(N3C=3N(N=CC3)C)=O)C (8-bromo-3-methyl-1-(2-methyl-2H-pyrazol-3-yl)-1,3-dihydro-imidazo[4,5-c]quinolin-2-one), FC(C1=NC=C(C=C1)B(O)O)(F)F (2-trifluoromethylpyridine-5-boronic acid). Product: CN1C(N(C2=C1C=NC=1C=CC(=CC21)C=2C=NC(=CC2)C(F)(F)F)C=2N(N=CC2)C)=O (3-Methyl-1-(2-methyl-2H-pyrazol-3-yl)-8-(6-trifluoromethyl-pyridin-3-yl)-1,3-dihydro-imidazo[4,5-c]quinolin-2-one). Reaction SMILES: Br[C:2]1[CH:11]=[CH:10][C:9]2[N:8]=[CH:7][C:6]3[N:12]([CH3:22])[C:13](=[O:21])[N:14]([C:15]4[N:16]([CH3:20])[N:17]=[CH:18][CH:19]=4)[C:5]=3[C:4]=2[CH:3]=1.[F:23][C:24]([F:35])([F:34])[C:25]1[CH:30]=[CH:29][C:28](B(O)O)=[CH:27][N:26]=1>>[CH3:22][N:12]1[C:6]2[CH:7]=[N:8][C:9]3[CH:10]=[CH:11][C:2]([C:28]4[CH:27]=[N:26][C:25]([C:24]([F:35])([F:34])[F:23])=[CH:30][CH:29]=4)=[CH:3][C:4]=3[C:5]=2[N:14]([C:15]2[N:16]([CH3:20])[N:17]=[CH:18][CH:19]=2)[C:13]1=[O:21]. Procedure details: The title compound was synthesized in a similar manner as described for Example 1.1 using 8-bromo-3-methyl-1-(2-methyl-2H-pyrazol-3-yl)-1,3-dihydro-imidazo[4,5-c]quinolin-2-one (Intermediate E, 58 mg, 0.163 mmol) and 2-trifluoromethylpyridine-5-boronic acid (Frontier Scientific, Logan, USA, 40.5 mg, 0.212 mmol) to give the title compound as a red solid. (HPLC: tR 2.87 min (Method A); M+H=425 MS-ES; 1H-NMR (d6-DMSO, 400 MHz) 9.08 (s, 1H), 8.82 (d, 1H), 8.27-8.16 (m, 2H), 8.10-7.98 (m, 2H), 7.82 (...